This data is from the Open Reaction Database (ORD), a public repository of structured organic reaction records. The task is: describe an organic reaction: reactants, conditions, products, and yield Reactants: COc1cc(N2CCCN(CCS(C)(=O)=O)CC2)c(C)cc1[N+](=O)[O-], CCOC(C)=O, CO. Product: COc1cc(N2CCCN(CCS(C)(=O)=O)CC2)c(C)cc1N. As a reaction SMILES: [CH3:1][c:2]1[c:3]([N:13]2[CH2:14][CH2:15][N:16]([CH2:20][CH2:21][S:22](=[O:23])(=[O:24])[CH3:25])[CH2:17][CH2:18][CH2:19]2)[cH:4][c:5]([O:11][CH3:12])[c:6]([N+:8]([O-:9])=[O:10])[cH:7]1.[CH3:26][CH2:27][O:28][C:29]([CH3:30])=[O:31].[CH3:32][OH:33]>>[CH3:1][c:2]1[c:3]([N:13]2[CH2:14][CH2:15][N:16]([CH2:20][CH2:21][S:22](=[O:23])(=[O:24])[CH3:25])[CH2:17][CH2:18][CH2:19]2)[cH:4][c:5]([O:11][CH3:12])[c:6]([NH2:8])[cH:7]1. Starting materials: ClC1=CC(=NC(=N1)N1N=C(C=C1)C(F)(F)F)OC (6-chloro-4-methoxy-2-(3-trifluoromethyl-pyrazol-1-yl)-pyrimidine), ClC1=CC=C(C=C1)B(O)O ((4-chloro-phenyl)-boronic acid), COC1=NC(=NC(=C1)C1=CC=CC=C1)N1N=C(C=C1)C(F)(F)F (4-methoxy-6-phenyl-2-(3-trifluoromethyl-pyrazol-1-yl)-pyrimidine). The product is COC1=NC(=NC(=C1)C1=CC=C(C=C1)Cl)N1N=C(C=C1)C(F)(F)F (4-Methoxy-6-(4-chloro-phenyl)-2-(3-trifluoromethyl-pyrazol-1-yl)-pyrimidine). Isolated yield 45.0%. RXN SMILES: Cl[C:2]1[N:7]=[C:6]([N:8]2[CH:12]=[CH:11][C:10]([C:13]([F:16])([F:15])[F:14])=[N:9]2)[N:5]=[C:4]([O:17][CH3:18])[CH:3]=1.[Cl:19][C:20]1[CH:25]=[CH:24][C:23](B(O)O)=[CH:22][CH:21]=1.COC1C=C(C2C=CC=CC=2)N=C(N2C=CC(C(F)(F)F)=N2)N=1>>[CH3:18][O:17][C:4]1[CH:3]=[C:2]([C:23]2[CH:24]=[CH:25][C:20]([Cl:19])=[CH:21][CH:22]=2)[N:7]=[C:6]([N:8]2[CH:12]=[CH:11][C:10]([C:13]([F:16])([F:15])[F:14])=[N:9]2)[N:5]=1. Procedure details: 4-Methoxy-6-(4-chloro-phenyl)-2-(3-trifluoromethyl-pyrazol-1-yl)-pyrimidine 307e was synthesized from compound 305 (1 g, 3.59 mmol) and (4-chloro-phenyl)-boronic acid 306e (842 mg, 5.39 mmol), according to the procedure as described for compound 307b, was a beige solid in 45% yield. MS (ESI, EI+) m/z=355 (MH+). Reactants: NC=1SC2=C(N1)CCCC2 (2-amino-4,5,6,7-tetrahydrobenzothiazole), BrCC(=O)C1=CC=CC=C1 (α-bromoacetophenone). The solvent is C(Cl)(Cl)Cl (chloroform). Product: C1(=CC=CC=C1)C=1N=C2SC3=C(N2C1)CCCC3 (2-Phenyl-5,6,7,8-Tetrahydroimidazo[2,1-b]Benzothiazole). RXN SMILES: [NH2:1][C:2]1[S:3][C:4]2[CH2:10][CH2:9][CH2:8][CH2:7][C:5]=2[N:6]=1.Br[CH2:12][C:13]([C:15]1[CH:20]=[CH:19][CH:18]=[CH:17][CH:16]=1)=O>C(Cl)(Cl)Cl>[C:15]1([C:13]2[N:1]=[C:2]3[N:6]([CH:12]=2)[C:5]2[CH2:7][CH2:8][CH2:9][CH2:10][C:4]=2[S:3]3)[CH:20]=[CH:19][CH:18]=[CH:17][CH:16]=1. Procedure details: 0.1 m. Quantitites of 2-amino-4,5,6,7-tetrahydrobenzothiazole and α-bromoacetophenone in 100 ml. of chloroform are heated at reflux for 2 hours. After cooling, the solid is filtered off and slurried in 1 l. of water containing 40 g. of ammonium acetate. This suspension is heated to boiling over a 2-hour period and allowed to cool. The product is collected, washed with water and dried. The yield of product is 19.8 g. melting at 158°-160° C. and having the formula: ##STR14## Starting materials: O=[N+]([O-])c1ccc(OCCCBr)cc1, C1COCCO1, c1c[nH]cn1. Product: O=[N+]([O-])c1ccc(OCCCn2ccnc2)cc1. As a reaction SMILES: [Br:6][CH2:7][CH2:8][CH2:9][O:10][c:11]1[cH:12][cH:13][c:14]([N+:17](=[O:18])[O-:19])[cH:15][cH:16]1.[CH2:20]1[O:21][CH2:22][CH2:23][O:24][CH2:25]1.[nH:1]1[cH:2][n:3][cH:4][cH:5]1>>[n:1]1([CH2:7][CH2:8][CH2:9][O:10][c:11]2[cH:12][cH:13][c:14]([N+:17](=[O:18])[O-:19])[cH:15][cH:16]2)[cH:2][n:3][cH:4][cH:5]1. Starting materials: resultant mixture, C(C)OCCN1C(=CC=C1)C(C(F)(F)F)=O (N-ethoxyethyl-2-trifluoroacetylpyrrole), BrC1=CC=C(C=C1)N(S(=O)(=O)C1=CC=CC=C1)C (N-(4-bromophenyl)-N-methyl-benzenesulfonamide), solution, [Li]C(C)(C)C (tert-BuLi). Run in C1CCOC1 (THF), CCOCC (Et2O), CCCCC (pentane). The product is C(C)OCCN1C(=CC=C1)C(C(F)(F)F)(O)C1=CC=C(C=C1)N(S(=O)(=O)C1=CC=CC=C1)C (N-(4-{1-[1-(2-Ethoxyethyl)-1H-pyrrol-2-yl]-2,2,2-trifluoro-1-hydroxyethyl}-phenyl)-N-methyl-benzenesulfonamide). Reaction SMILES: Br[C:2]1[CH:7]=[CH:6][C:5]([N:8]([CH3:18])[S:9]([C:12]2[CH:17]=[CH:16][CH:15]=[CH:14][CH:13]=2)(=[O:11])=[O:10])=[CH:4][CH:3]=1.[Li]C(C)(C)C.[CH2:24]([O:26][CH2:27][CH2:28][N:29]1[CH:33]=[CH:32][CH:31]=[C:30]1[C:34](=[O:39])[C:35]([F:38])([F:37])[F:36])[CH3:25]>CCOCC.CCCCC.C1COCC1>[CH2:24]([O:26][CH2:27][CH2:28][N:29]1[CH:33]=[CH:32][CH:31]=[C:30]1[C:34]([C:2]1[CH:7]=[CH:6][C:5]([N:8]([CH3:18])[S:9]([C:12]2[CH:17]=[CH:16][CH:15]=[CH:14][CH:13]=2)(=[O:11])=[O:10])=[CH:4][CH:3]=1)([OH:39])[C:35]([F:36])([F:37])[F:38])[CH3:25]. Procedure details: To a solution of 75 mg (0.23 mmol) of N-(4-bromophenyl)-N-methyl-benzenesulfonamide in 4 mL of Et2O at −78° C. was added dropwise 285 μL (0.49 mmol) of a 1.7 M solution of tert-BuLi in pentane and the resultant mixture was stirred at −78° C. for 10 min. To this mixture was then added a solution of 81 mg (0.34 mmol) of N-ethoxyethyl-2-trifluoroacetylpyrrole in 3 mL THF and the mixture was allowed to gradually warm to room temperature over an 18 h period. The reaction mixture was quenched by the a... RXN SMILES: [NH2:1][C:2]1[CH:16]=[CH:15][C:5]([C:6]([C:8]2[CH:13]=[CH:12][C:11]([NH2:14])=[CH:10][CH:9]=2)=[O:7])=[CH:4][CH:3]=1.[OH:17][CH2:18][CH2:19][N:20]([C:22]1[CH:30]=[CH:29][C:25]([C:26]([O-])=[O:27])=[CH:24][CH:23]=1)[CH3:21]>>[C:6]([C:8]1[CH:13]=[CH:12][C:11]([NH:14][C:26](=[O:27])[C:25]2[CH:29]=[CH:30][C:22]([N:20]([CH2:19][CH2:18][OH:17])[CH3:21])=[CH:23][CH:24]=2)=[CH:10][CH:9]=1)([C:5]1[CH:15]=[CH:16][C:2]([NH:1][C:26](=[O:27])[C:25]2[CH:24]=[CH:23][C:22]([N:20]([CH2:19][CH2:18][OH:17])[CH3:21])=[CH:30][CH:29]=2)=[CH:3][CH:4]=1)=[O:7]. The product is C(=O)(C1=CC=C(C=C1)NC(C1=CC=C(C=C1)N(C)CCO)=O)C1=CC=C(C=C1)NC(C1=CC=C(C=C1)N(C)CCO)=O (N,N′-(carbonylbis(4,1-phenylene))bis(4-((2-hydroxyethyl)(methyl)amino)benzamide)). Procedure: Compound 330 was prepared according to the procedure described in Scheme IV from 4,4′-diaminobenzophenone and 4-(N-2-hydroxylethyl-N-methylamino)benzoate. [M+H]+ calcd for C33H35N4O5: 567.26; found: 567.04. Starting materials: NC1=CC=C(C(=O)C2=CC=C(C=C2)N)C=C1 (4,4′-diaminobenzophenone), OCCN(C)C1=CC=C(C(=O)[O-])C=C1 (4-(N-2-hydroxylethyl-N-methylamino)benzoate).